This data is from the Open Reaction Database (ORD), a public repository of structured organic reaction records. The task is: describe an organic reaction: reactants, conditions, products, and yield The product is CON=C1CN([C@@H](C1)C1=NOC(=N1)C)C(=O)C1=CC=C(C=C1)C1=CC=CC=C1 ((3EZ,5S)-1-([1,1′-biphenyl]-4-ylcarbonyl)-5-(5-methyl-1,2,4-oxadiazol-3-yl)-3-pyrrolidinone O-methyloxime). RXN SMILES: [C:1]1([C:21]2[CH:26]=[CH:25][CH:24]=[CH:23][CH:22]=2)[CH:6]=[CH:5][C:4]([C:7]([N:9]2[CH2:13][C:12](=[N:14][O:15][CH3:16])[CH2:11][C@H:10]2[C:17](=[N:19][OH:20])[NH2:18])=[O:8])=[CH:3][CH:2]=1.[C:27](O)(=O)[CH3:28]>>[CH3:16][O:15][N:14]=[C:12]1[CH2:11][C@@H:10]([C:17]2[N:18]=[C:27]([CH3:28])[O:20][N:19]=2)[N:9]([C:7]([C:4]2[CH:3]=[CH:2][C:1]([C:21]3[CH:26]=[CH:25][CH:24]=[CH:23][CH:22]=3)=[CH:6][CH:5]=2)=[O:8])[CH2:13]1. Reported procedure: Following the general method as outlined in Example 15, starting from (2S,4EZ)-1-([1,1′-biphenyl]-4-ylcarbonyl)-N′-hydroxy-4-(methoxyimino)-2-pyrrolidinecarboximidamide (Intermediate 8) and acetic acid, the title compound was obtained in 76% purity by HPLC. MS(ESI+): m/z=377.0. Reactants: C1(=CC=C(C=C1)C(=O)N1[C@@H](CC(C1)=NOC)C(N)=NO)C1=CC=CC=C1 ((2S,4EZ)-1-([1,1′-biphenyl]-4-ylcarbonyl)-N′-hydroxy-4-(methoxyimino)-2-pyrrolidinecarboximidamide), C1(=CC=C(C=C1)C(=O)N1[C@@H](CC(C1)=NOC)C(N)=NO)C1=CC=CC=C1 ((2S,4EZ)-1-([1,1′-biphenyl]-4-ylcarbonyl)-N′-hydroxy-4-(methoxyimino)-2-pyrrolidinecarboximidamide), C(C)(=O)O (acetic acid).